From a dataset of the Open Reaction Database (ORD), a public repository of structured organic reaction records. describe an organic reaction: reactants, conditions, products, and yield The reactants are C([O-])(O)=O.[Na+] (Sodium bicarbonate), C12SC(C(C=C1)CC2)=NO (2-thiabicyclo[2.2.2]oct-5-en-3-one oxime), O1CCCC=C1 (dihydropyran), C1(=CC=C(C=C1)S(=O)(=O)O)C (p-toluenesulfonic acid). Run in C(Cl)Cl (methylene chloride). The product is O1C(CCCC1)ON=C1SC2C=CC1CC2 (2-Thiabicyclo[2.2.2]oct-5-en-3-one O-(2-tetrahydropyranyl)oxime). Yield: 93.4%. As a reaction SMILES: [CH:1]12[CH2:8][CH2:7][CH:4]([CH:5]=[CH:6]1)[C:3](=[N:9][OH:10])[S:2]2.[O:11]1[CH:16]=[CH:15][CH2:14][CH2:13][CH2:12]1.C1(C)C=CC(S(O)(=O)=O)=CC=1.C(=O)(O)[O-].[Na+]>C(Cl)Cl>[O:11]1[CH2:16][CH2:15][CH2:14][CH2:13][CH:12]1[O:10][N:9]=[C:3]1[CH:4]2[CH2:7][CH2:8][CH:1]([CH:6]=[CH:5]2)[S:2]1 |f:3.4|. Reported procedure: A solution of 10 g (0.06 m) of 2-thiabicyclo[2.2.2]oct-5-en-3-one oxime, 9 g (0.1 m) of 98% dihydropyran, and a catalytic amount of p-toluenesulfonic acid in 30 ml of methylene chloride was heated under reflux overnight. Sodium bicarbonate was added to neutrality. The residue after removal of solvent was purified by dry column chromatography (silica gel-ethyl acetate:hexane::1:1) to give 14.4 g of yellow solid. Recrystallization from ether-hexane yielded 10.1 g of the title compound as a white s... The reactants are O(C1=CC=CC=C1)CC(=O)NC1[C@@H]2N(C(C(S2)(C)C)C(=O)O)C1=O (6-(2-phenoxyacetamido)-2,2-dimethylpenam-3-carboxylic acid), OO (hydrogen peroxide). Solvent: C(C)(=O)O (acetic acid). Reagents/catalysts: [O-][Mo](=O)(=O)[O-].[Na+].[Na+] (sodium molybdate). Product: O(C1=CC=CC=C1)CC(=O)NC1[C@@H]2N(C(C(S2=O)(C)C)C(=O)O)C1=O (6-(2-phenoxyacetamido)-2,2-dimethylpenam-3-carboxylic acid-1-oxide). Reaction SMILES: [O:1]([CH2:8][C:9]([NH:11][CH:12]1[C:23](=[O:24])[N:14]2[CH:15]([C:20]([OH:22])=[O:21])[C:16]([CH3:19])([CH3:18])[S:17][C@H:13]12)=[O:10])[C:2]1[CH:7]=[CH:6][CH:5]=[CH:4][CH:3]=1.[OH:25]O>C(O)(=O)C.[O-][Mo]([O-])(=O)=O.[Na+].[Na+]>[O:1]([CH2:8][C:9]([NH:11][CH:12]1[C:23](=[O:24])[N:14]2[CH:15]([C:20]([OH:22])=[O:21])[C:16]([CH3:19])([CH3:18])[S:17](=[O:25])[C@H:13]12)=[O:10])[C:2]1[CH:7]=[CH:6][CH:5]=[CH:4][CH:3]=1 |f:3.4.5|. Procedure details: 6-(2-phenoxyacetamido)-2,2-dimethylpenam-3-carboxylic acid (1.0 g.) was suspended in glacial acetic acid (3 cc) and sodium molybdate (0.01 g.) was added thereto. To the stirred mixture was added, dropwise, 30% hydrogen peroxide (0.7 cc) while cooling in an ice bath over a period of 5 minutes. One hour later, the precipitate was collected by filtration, washed with water and dried to yield colorless crystals (0.85 g.) of 6-(2-phenoxyacetamido)-2,2-dimethylpenam-3-carboxylic acid-1-oxide, m.p. 166... The reactants are Cc1ccc(S(=O)(=O)n2cc(Br)c3cccnc32)cc1, COCCOC, CCOC(C)=O, OB(O)c1ccnc(Cl)c1, [Na+], [Na+], O=C([O-])[O-], c1ccc(P(c2ccccc2)(c2ccccc2)[Pd](P(c2ccccc2)(c2ccccc2)c2ccccc2)(P(c2ccccc2)(c2ccccc2)c2ccccc2)P(c2ccccc2)(c2ccccc2)c2ccccc2)cc1. Product: Cc1ccc(S(=O)(=O)n2cc(-c3ccnc(Cl)c3)c3cccnc32)cc1. As a reaction SMILES: [Br:1][c:2]1[cH:3][n:4]([S:11](=[O:12])(=[O:13])[c:14]2[cH:15][cH:16][c:17]([CH3:20])[cH:18][cH:19]2)[c:5]2[n:6][cH:7][cH:8][cH:9][c:10]12.[CH3:37][O:38][CH2:39][CH2:40][O:41][CH3:42].[CH3:43][CH2:44][O:45][C:46](=[O:47])[CH3:48].[Cl:21][c:22]1[n:23][cH:24][cH:25][c:26]([B:28]([OH:29])[OH:30])[cH:27]1.[Na+:31].[Na+:32].[O-:33][C:34](=[O:35])[O-:36].[cH:49]1[cH:50][cH:51][c:52]([P:53]([Pd:54]([P:55]([c:56]2[cH:57][cH:58][cH:59][cH:60][cH:61]2)([c:62]2[cH:63][cH:64][cH:65][cH:66][cH:67]2)[c:68]2[cH:69][cH:70][cH:71][cH:72][cH:73]2)([P:74]([c:75]2[cH:76][cH:77][cH:78][cH:79][cH:80]2)([c:81]2[cH:82][cH:83][cH:84][cH:85][cH:86]2)[c:87]2[cH:88][cH:89][cH:90][cH:91][cH:92]2)[P:93]([c:94]2[cH:95][cH:96][cH:97][cH:98][cH:99]2)([c:100]2[cH:101][cH:102][cH:103][cH:104][cH:105]2)[c:106]2[cH:107][cH:108][cH:109][cH:110][cH:111]2)([c:112]2[cH:113][cH:114][cH:115][cH:116][cH:117]2)[c:118]2[cH:119][cH:120][cH:121][cH:122][cH:123]2)[cH:124][cH:125]1>>[c:2]1(-[c:26]2[cH:25][cH:24][n:23][c:22]([Cl:21])[cH:27]2)[cH:3][n:4]([S:11](=[O:12])(=[O:13])[c:14]2[cH:15][cH:16][c:17]([CH3:20])[cH:18][cH:19]2)[c:5]2[n:6][cH:7][cH:8][cH:9][c:10]12. The solvent is CN(C=O)C (dimethylformamide), O (water). Product: CN(C1(CCC(CC1)=CC(=O)NCCC1=CNC2=CC=CC=C12)C1=NC=CC=C1)C (2-(4-Dimethylamino-4-pyridin-2-ylcyclohexylidene)-N-[2-(1H-indol-3-yl)ethyl]acetamide). As a reaction SMILES: ON1C2C=CC=CC=2N=N1.[NH2:11][CH2:12][CH2:13][C:14]1[C:22]2[C:17](=[CH:18][CH:19]=[CH:20][CH:21]=2)[NH:16][CH:15]=1.CN1CCOCC1.[CH3:30][N:31]([CH3:49])[C:32]1([C:43]2[CH:48]=[CH:47][CH:46]=[CH:45][N:44]=2)[CH2:37][CH2:36][C:35]([CH2:39][C:40](O)=[O:41])(O)[CH2:34][CH2:33]1.C1(N=C=NC2CCCCC2)CCCCC1.[OH-].[Na+]>O.CN(C)C=O>[CH3:49][N:31]([CH3:30])[C:32]1([C:43]2[CH:48]=[CH:47][CH:46]=[CH:45][N:44]=2)[CH2:37][CH2:36][C:35](=[CH:39][C:40]([NH:11][CH2:12][CH2:13][C:14]2[C:22]3[C:17](=[CH:18][CH:19]=[CH:20][CH:21]=3)[NH:16][CH:15]=2)=[O:41])[CH2:34][CH2:33]1 |f:5.6|. Reaction conditions: temperature 0 celsius, time 7 day. Reactants: ON1N=NC2=C1C=CC=C2 (1-Hydroxybenzotriazole), NCCC1=CNC2=CC=CC=C12 (tryptamine), CN1CCOCC1 (N-methylmorpholine), CN(C1(CCC(CC1)(O)CC(=O)O)C1=NC=CC=C1)C ((4-dimethylamino-1-hydroxy-4-pyridin-2-yl-cyclohexyl)acetic acid), [OH-].[Na+] (sodium hydroxide), C1(CCCCC1)N=C=NC1CCCCC1 (dicyclohexylcarbodiimide). Procedure details: 1-Hydroxybenzotriazole (546 mg, 4.0 mmol), tryptamine (320 mg, 2.0 mmol) and N-methylmorpholine (0.444 ml, 4.0 mmol) were added to a solution of (4-dimethylamino-1-hydroxy-4-pyridin-2-yl-cyclohexyl)acetic acid (556 mg, 2.0 mmol) in abs. dimethylformamide (30 ml) under argon. The solution was cooled to 0° C., dicyclohexylcarbodiimide (825 mg, 4.0 mmol) was added and the mixture was stirred at RT for 7 d. Working up of the mixture was carried out by separating off the urea which had precipitated o... Isolated yield 25.0%. The reactants are ClC1=CC(N(C(N1CC1=CC=C(C=C1)C1=C(C=CC=C1)C1=NN=NN1C(C1=CC=CC=C1)(C1=CC=CC=C1)C1=CC=CC=C1)=O)CC)=O (6-chloro-3-ethyl-1-[[2'-(N-trityltetrazol-5-yl)biphenyl-4-yl]methyl]pyrimidine-2,4(1H,3H)-dione), CCOC(=O)CS (ethyl thioglycollate), C([O-])([O-])=O.[K+].[K+] (potassium carbonate). The solvent is C(C)#N (acetonitrile). Yields the product C(C)OC(=O)CSC1=CC(N(C(N1CC1=CC=C(C=C1)C1=C(C=CC=C1)C1=NN=NN1)=O)CC)=O (6-Ethoxycarbonylmethylthio-3-ethyl-1-[[2'-(1H-tetrazol-5-yl)biphenyl-4-yl]methyl]pyrimidine-2,4(1H,3H)-dione). The yield is 33.0%. RXN SMILES: Cl[C:2]1[N:7]([CH2:8][C:9]2[CH:14]=[CH:13][C:12]([C:15]3[CH:20]=[CH:19][CH:18]=[CH:17][C:16]=3[C:21]3[N:25](C(C4C=CC=CC=4)(C4C=CC=CC=4)C4C=CC=CC=4)[N:24]=[N:23][N:22]=3)=[CH:11][CH:10]=2)[C:6](=[O:45])[N:5]([CH2:46][CH3:47])[C:4](=[O:48])[CH:3]=1.[CH3:49][CH2:50][O:51][C:52]([CH2:54][SH:55])=[O:53].C(=O)([O-])[O-].[K+].[K+]>C(#N)C>[CH2:50]([O:51][C:52]([CH2:54][S:55][C:2]1[N:7]([CH2:8][C:9]2[CH:14]=[CH:13][C:12]([C:15]3[CH:20]=[CH:19][CH:18]=[CH:17][C:16]=3[C:21]3[NH:25][N:24]=[N:23][N:22]=3)=[CH:11][CH:10]=2)[C:6](=[O:45])[N:5]([CH2:46][CH3:47])[C:4](=[O:48])[CH:3]=1)=[O:53])[CH3:49] |f:2.3.4|. Reported procedure: A mixture of 6-chloro-3-ethyl-1-[[2'-(N-trityltetrazol-5-yl)biphenyl-4-yl]methyl]pyrimidine-2,4(1H,3H)-dione (0.6 g), ethyl thioglycollate (0.13 ml) and potassium carbonate (0.19 g) in acetonitrile (10 ml) was heated under reflux for 10 hours with stirring. The reaction mixture was allowed to cool and the precipitate was removed by filtration. The filtrate was concentrated to dryness. The resulting residue was dissolved in methanol (15 ml) and 1N hydrochloric acid (1.5 ml), followed by stirring ... Starting materials: N1C=CC2=CC(=CC=C12)CO (Indole-5-methanol), O1CCCC1 (tetrahydrofuran). Reagents/catalysts: [O-2].[Mn+4].[O-2] (manganese(IV) oxide). The solvent is C(Cl)Cl (CH2Cl2). Product: N1C=CC2=CC(=CC=C12)C=O (Indole-5-carboxaldehyde). As a reaction SMILES: [NH:1]1[C:9]2[C:4](=[CH:5][C:6]([CH2:10][OH:11])=[CH:7][CH:8]=2)[CH:3]=[CH:2]1.O1CCCC1>C(Cl)Cl.[O-2].[Mn+4].[O-2]>[NH:1]1[C:9]2[C:4](=[CH:5][C:6]([CH:10]=[O:11])=[CH:7][CH:8]=2)[CH:3]=[CH:2]1 |f:3.4.5|. Reported procedure: 51.1 g (0.347 mole) of 6c are stirred analogously to Example 1b in 1,900 ml of CH2Cl2 and 200 ml of tetrahydrofuran with 190 g (2.18 moles) of manganese(IV) oxide at 20° C. overnight. The product is CCN(c1cccc(NC(=O)c2ccc(F)cc2Cl)c1F)C1CCN(C)CC1. RXN SMILES: [CH2:1]([CH3:2])[N:3]([c:4]1[c:5]([F:11])[c:6]([NH2:10])[cH:7][cH:8][cH:9]1)[CH:12]1[CH2:13][CH2:14][N:15]([CH3:18])[CH2:16][CH2:17]1.[CH2:30]1[O:31][CH2:32][CH2:33][O:34][CH2:35]1.[CH3:36][OH:37].[Cl:19][c:20]1[c:21]([C:22](=[O:23])[Cl:24])[cH:25][cH:26][c:27]([F:29])[cH:28]1>>[CH2:1]([CH3:2])[N:3]([c:4]1[c:5]([F:11])[c:6]([NH:10][C:22]([c:21]2[c:20]([Cl:19])[cH:28][c:27]([F:29])[cH:26][cH:25]2)=[O:23])[cH:7][cH:8][cH:9]1)[CH:12]1[CH2:13][CH2:14][N:15]([CH3:18])[CH2:16][CH2:17]1. The reactants are CCN(c1cccc(N)c1F)C1CCN(C)CC1, C1COCCO1, CO, O=C(Cl)c1ccc(F)cc1Cl.